This data is from the Open Reaction Database (ORD), a public repository of structured organic reaction records. The task is: describe an organic reaction: reactants, conditions, products, and yield Starting materials: S(=O)(Cl)Cl (thionyl chloride), C(C)(=O)SC1CC(N1C(C(=O)OCC1=CC=C(C=C1)[N+](=O)[O-])O)=O (p-nitrobenzyl 2-(4-acetylthio-2-oxo-1-azetidinyl)-2-hydroxyacetate), N1=CC=CC=C1 (pyridine), S(=O)(Cl)Cl (thionyl chloride), ester. Run in O1CCCC1 (tetrahydrofuran). Run at time 30 minute. Product: C(C)(=O)SC1CC(N1C(C(=O)OCC1=CC=C(C=C1)[N+](=O)[O-])Cl)=O (p-Nitrobenzyl 2-(4-Acetylthio-2-oxo-1-azetidinyl)-2-chloroacetate). Reaction SMILES: [C:1]([S:4][CH:5]1[N:8]([CH:9](O)[C:10]([O:12][CH2:13][C:14]2[CH:19]=[CH:18][C:17]([N+:20]([O-:22])=[O:21])=[CH:16][CH:15]=2)=[O:11])[C:7](=[O:24])[CH2:6]1)(=[O:3])[CH3:2].N1C=CC=CC=1.S(Cl)([Cl:33])=O>O1CCCC1>[C:1]([S:4][CH:5]1[N:8]([CH:9]([Cl:33])[C:10]([O:12][CH2:13][C:14]2[CH:19]=[CH:18][C:17]([N+:20]([O-:22])=[O:21])=[CH:16][CH:15]=2)=[O:11])[C:7](=[O:24])[CH2:6]1)(=[O:3])[CH3:2]. Reported procedure: To a cooled (-10°) and stirred solution of p-nitrobenzyl 2-(4-acetylthio-2-oxo-1-azetidinyl)-2-hydroxyacetate (102 g., 0.250 mole) in tetrahydrofuran (2000 ml.) were added in succession pyridine (27.1 ml., 0.287 mole) and thionyl chloride (25.2 ml., 0.287 mole); the thionyl chloride addition was done over ca 15 minutes. The mixture was stirred for 30 minutes at -10° and filtered. Concentration of the filtrate left a yellow oil which was partially purified by absorption on a pad of silica gel (80... Reactants: C1=CC=CC=2NC3=CC=CC=C3C(C12)=O (acridanone), [H-].[Na+] (sodium hydride), Cl.ClCCN(C)C (1-chloro-2-dimethylaminoethane hydrochloride). Solvent: CN(C=O)C (dimethylformamide). Run at time 0.5 hour. Yields the product CN(CCN1C=2C=CC=CC2C(C2=CC=CC=C12)=O)C (10-[2-(dimethylamino)ethyl]-9-acridanone). As a reaction SMILES: [CH:1]1[C:14]2[C:13](=[O:15])[C:12]3[C:7](=[CH:8][CH:9]=[CH:10][CH:11]=3)[NH:6][C:5]=2[CH:4]=[CH:3][CH:2]=1.[H-].[Na+].Cl.Cl[CH2:20][CH2:21][N:22]([CH3:24])[CH3:23]>CN(C)C=O>[CH3:23][N:22]([CH3:24])[CH2:21][CH2:20][N:6]1[C:5]2[C:14](=[CH:1][CH:2]=[CH:3][CH:4]=2)[C:13](=[O:15])[C:12]2[CH:11]=[CH:10][CH:9]=[CH:8][C:7]1=2 |f:1.2,3.4|. Procedure: A mixture of 3.9 g of acridanone, 1.0 g of sodium hydride and 80 ml of dimethylformamide is stirred for 0.5 hours, then treated with 2.9 g of 1-chloro-2-dimethylaminoethane hydrochloride, stirred at 60° for 18 hours and evaporated. The residue is extracted with methylene chloride. The extract is washed with water, dried over sodium sulfate and evaporated. By crystallization from isopropyl ether there is obtained 10-[2-(dimethylamino)ethyl]-9-acridanone of melting point 145°-146°. Starting materials: CC(=O)OC(C)=O, [Li+], NS(=O)(=O)c1cc(C(=O)O)cc([N+](=O)[O-])c1Oc1ccccc1, [OH-], O. Yields the product CC(=O)NS(=O)(=O)c1cc(C(=O)O)cc([N+](=O)[O-])c1Oc1ccccc1. As a reaction SMILES: [CH3:26][C:27](=[O:28])[O:29][C:30](=[O:31])[CH3:32].[Li+:24].[N+:1](=[O:2])([O-:3])[c:4]1[cH:5][c:6]([C:7](=[O:8])[OH:9])[cH:10][c:11]([S:20]([NH2:21])(=[O:22])=[O:23])[c:12]1[O:13][c:14]1[cH:15][cH:16][cH:17][cH:18][cH:19]1.[OH-:25].[OH2:33]>>[N+:1](=[O:2])([O-:3])[c:4]1[cH:5][c:6]([C:7](=[O:8])[OH:9])[cH:10][c:11]([S:20]([NH:21][C:27]([CH3:26])=[O:28])(=[O:22])=[O:23])[c:12]1[O:13][c:14]1[cH:15][cH:16][cH:17][cH:18][cH:19]1.